From a dataset of the Open Reaction Database (ORD), a public repository of structured organic reaction records. describe an organic reaction: reactants, conditions, products, and yield Reactants: CN(/C=C/C(=O)C1=NN(C=CC1=O)C1=CC=C(C=C1)S(=O)(=O)C)C (3-((E)-3-Dimethylamino-acryloyl)-1-(4-methansulfonyl-phenyl)-1H-pyridazin-4-one), ClC=1C=C(C=CC1)NN (3-chloro-phenylhydrazine). Product: ClC=1C=C(C=CC1)N1N=CC=C1C1=NN(C=CC1=O)C1=CC=C(C=C1)S(=O)(=O)C (3-[2-(3-Chloro-phenyl)-2H-pyrazol-3-yl]-1-(4-methanesulfonyl-phenyl)-1H-pyridazin-4-one). As a reaction SMILES: C[N:2](C)/[CH:3]=[CH:4]/[C:5]([C:7]1[C:12](=[O:13])[CH:11]=[CH:10][N:9]([C:14]2[CH:19]=[CH:18][C:17]([S:20]([CH3:23])(=[O:22])=[O:21])=[CH:16][CH:15]=2)[N:8]=1)=O.[Cl:25][C:26]1[CH:27]=[C:28]([NH:32]N)[CH:29]=[CH:30][CH:31]=1>>[Cl:25][C:26]1[CH:27]=[C:28]([N:32]2[C:5]([C:7]3[C:12](=[O:13])[CH:11]=[CH:10][N:9]([C:14]4[CH:19]=[CH:18][C:17]([S:20]([CH3:23])(=[O:22])=[O:21])=[CH:16][CH:15]=4)[N:8]=3)=[CH:4][CH:3]=[N:2]2)[CH:29]=[CH:30][CH:31]=1. Procedure: The product was obtained starting from 3-((E)-3-Dimethylamino-acryloyl)-1-(4-methansulfonyl-phenyl)-1H-pyridazin-4-one (A-16) and 3-chloro-phenylhydrazine according to the method described for example 43. MS: M=427.1 (M+H)+